Task: describe an organic reaction: reactants, conditions, products, and yield. Dataset: the Open Reaction Database (ORD), a public repository of structured organic reaction records RXN SMILES: [CH3:19][CH2:20][OH:21].[CH3:1][C:2]([CH3:3])([O:4][C:5](=[O:6])[N:7]1[CH2:8][CH2:9][N:10]([C:13]([C:14]#[CH:15])([CH3:16])[CH3:17])[CH2:11][CH2:12]1)[CH3:18].[Pt:22]=[O:23]>>[CH3:1][C:2]([CH3:3])([O:4][C:5](=[O:6])[N:7]1[CH2:8][CH2:9][N:10]([C:13]([CH2:14][CH3:15])([CH3:16])[CH3:17])[CH2:11][CH2:12]1)[CH3:18]. The reactants are CCO, C#CC(C)(C)N1CCN(C(=O)OC(C)(C)C)CC1, O=[Pt]. Yields the product CCC(C)(C)N1CCN(C(=O)OC(C)(C)C)CC1. The reactants are NC1=NC(=C(C(=N1)O)I)C1=CC=CC=C1 (2-amino-5-iodo-6-phenyl-4-pyrimidinol), O([Na])C.CO (NaOCH3 CH3OH), [Cl-].[Zn+2].[Cl-] (zinc chloride). Solvent: CO (methanol). Conditions: time 5 minute. Yields the product [Zn].NC1=NC(=C(C(=N1)O)I)C1=CC=CC=C1 (2-Amino-5-iodo-6-phenyl-4-pyrimidinol zinc salt). Reaction SMILES: [NH2:1][C:2]1[N:7]=[C:6]([OH:8])[C:5]([I:9])=[C:4]([C:10]2[CH:15]=[CH:14][CH:13]=[CH:12][CH:11]=2)[N:3]=1.O(C)[Na].CO.[Cl-].[Zn+2:22].[Cl-]>CO>[Zn:22].[NH2:1][C:2]1[N:7]=[C:6]([OH:8])[C:5]([I:9])=[C:4]([C:10]2[CH:15]=[CH:14][CH:13]=[CH:12][CH:11]=2)[N:3]=1 |f:1.2,3.4.5,7.8|. Reported procedure: To 1.56 g. (5 mmole) of 2-amino-5-iodo-6-phenyl-4-pyrimidinol in 15 ml. of methanol under nitrogen with stirring at room temperature is added 1.1 ml. of a 25% NaOCH3 /CH3OH solution. After five minutes 340 mg. (2.5 mmole) of anhydrous zinc chloride (ZnCl2)) was added. After one hour the heterogeneous solution is concentrated to dryness, washed with 2×50 ml. water, filtered, and dried in vacuo at 60° C. for 18 hours. The product is a white solid with m.p. at 285° C. The reactants are C=C(OCC)c1cnc2nnn(Cc3cc4cccnc4cc3F)c2n1, CC(=O)O, Cl. The product is CC(=O)c1cnc2nnn(Cc3cc4cccnc4cc3F)c2n1. Reaction SMILES: [CH2:1]([CH3:2])[O:3][C:4](=[CH2:5])[c:6]1[cH:7][n:8][c:9]2[c:10]([n:11]1)[n:12]([CH2:15][c:16]1[cH:17][c:18]3[cH:19][cH:20][cH:21][n:22][c:23]3[cH:24][c:25]1[F:26])[n:13][n:14]2.[CH3:28][C:29](=[O:30])[OH:31].[ClH:27]>>[O:3]=[C:4]([CH3:5])[c:6]1[cH:7][n:8][c:9]2[c:10]([n:11]1)[n:12]([CH2:15][c:16]1[cH:17][c:18]3[cH:19][cH:20][cH:21][n:22][c:23]3[cH:24][c:25]1[F:26])[n:13][n:14]2. Reactants: BrC1C(C2=CC=CC=C2C1)=O (2-Bromo-1-indanone), [N+](=O)([O-])C1(CCCCC1)CCC(N)=S (3-(1-nitrocyclohexyl)propanethioamide). Product: [N+](=O)([O-])C1(CCCCC1)CCC=1SC2=C(N1)C=1C=CC=CC1C2 (2-[2-(1-Nitrocyclohexyl)ethyl]-8H-indeno[1,2-d]thiazole). Reaction SMILES: Br[CH:2]1[CH2:10][C:9]2[C:4](=[CH:5][CH:6]=[CH:7][CH:8]=2)[C:3]1=O.[N+:12]([C:15]1([CH2:21][CH2:22][C:23](=[S:25])[NH2:24])[CH2:20][CH2:19][CH2:18][CH2:17][CH2:16]1)([O-:14])=[O:13]>>[N+:12]([C:15]1([CH2:21][CH2:22][C:23]2[S:25][C:2]3[CH2:10][C:9]4[CH:8]=[CH:7][CH:6]=[CH:5][C:4]=4[C:3]=3[N:24]=2)[CH2:20][CH2:19][CH2:18][CH2:17][CH2:16]1)([O-:14])=[O:13]. Reported procedure: 2-Bromo-1-indanone, 3-(1-nitrocyclohexyl)propanethioamide